Dataset: the Open Reaction Database (ORD), a public repository of structured organic reaction records. Task: describe an organic reaction: reactants, conditions, products, and yield Reactants: S(O)(O)(=O)=O (sulfuric acid), FC1=CC=C(C=C1)C(C(=O)O)=CC1=CC=NC=C1 (2-(4-fluorophenyl)-3-(4-pyridyl)-acrylic acid), C(C)O (ethanol). Yields the product FC1=CC=C(C=C1)C(C(=O)OCC)=CC1=CC=NC=C1 (Ethyl 2-(4-fluorophenyl)-3-(4-pyridyl)-acrylate). Reaction SMILES: S(=O)(=O)(O)O.[F:6][C:7]1[CH:12]=[CH:11][C:10]([C:13](=[CH:17][C:18]2[CH:23]=[CH:22][N:21]=[CH:20][CH:19]=2)[C:14]([OH:16])=[O:15])=[CH:9][CH:8]=1.[CH2:24](O)[CH3:25]>>[F:6][C:7]1[CH:12]=[CH:11][C:10]([C:13](=[CH:17][C:18]2[CH:19]=[CH:20][N:21]=[CH:22][CH:23]=2)[C:14]([O:16][CH2:24][CH3:25])=[O:15])=[CH:9][CH:8]=1. Procedure details: Conc. sulfuric acid (2.2 ml) was added carefully to a suspension of 2-(4-fluorophenyl)-3-(4-pyridyl)-acrylic acid (6.7 g, 27.5 mmol) in ethanol (120 ml) and the mixture was heated at reflux for 24 h. The solvent was evaporated, the remainder was taken up in dichloromethane and the organic solution was washed with aqueous sodium hydrogencarbonate and water, followed by drying and evaporation. Flash column chromatography on silica gel (hexane-acetone=2:1) provided the pure title compound. MS (m/z)...